From a dataset of the Open Reaction Database (ORD), a public repository of structured organic reaction records. describe an organic reaction: reactants, conditions, products, and yield Starting materials: CC1(C=2C=CC(=CC2C(CC1)(C)C)C(=O)Cl)C (5,6,7,8-tetrahydro-5,5,8,8-tetramethylnaphthalene-2-carbonyl chloride), BrCC1=CC=C(C(=O)OC)C=C1 (methyl 4-bromomethylbenzoate). The reagents and catalysts are Cl[Pd]([P](C1=CC=CC=C1)(C2=CC=CC=C2)C3=CC=CC=C3)([P](C4=CC=CC=C4)(C5=CC=CC=C5)C6=CC=CC=C6)Cl (bis(triphenylphosphine)palladium(II) dichloride), [Zn] (zinc). The solvent is C(OC)COC (dimethoxyethane), C(OC)COC (dimethoxyethane). Yields the product C(=O)(OC)C1=CC=C(C=C1)CC(=O)C1=CC=2C(CCC(C2C=C1)(C)C)(C)C (2-(4-Carbomethoxyphenyl)-1-(5,6,7,8-tetrahydro-5,5,8,8-tetramethyl-2-naphthyl)ethanone). Reaction SMILES: [CH3:1][C:2]1([CH3:17])[CH2:11][CH2:10][C:9]([CH3:13])([CH3:12])[C:8]2[CH:7]=[C:6]([C:14](Cl)=[O:15])[CH:5]=[CH:4][C:3]1=2.Br[CH2:19][C:20]1[CH:29]=[CH:28][C:23]([C:24]([O:26][CH3:27])=[O:25])=[CH:22][CH:21]=1>C(COC)OC.Cl[Pd](Cl)([P](C1C=CC=CC=1)(C1C=CC=CC=1)C1C=CC=CC=1)[P](C1C=CC=CC=1)(C1C=CC=CC=1)C1C=CC=CC=1.[Zn]>[C:24]([C:23]1[CH:28]=[CH:29][C:20]([CH2:19][C:14]([C:6]2[CH:5]=[CH:4][C:3]3[C:2]([CH3:17])([CH3:1])[CH2:11][CH2:10][C:9]([CH3:13])([CH3:12])[C:8]=3[CH:7]=2)=[O:15])=[CH:21][CH:22]=1)([O:26][CH3:27])=[O:25] |^1:38,57|. Procedure details: A solution of 4 g (16 mmol) of 5,6,7,8-tetrahydro-5,5,8,8-tetramethylnaphthalene-2-carbonyl chloride and 4 g (16 mmol) of methyl 4-bromomethylbenzoate in 20 ml of dimethoxyethane was added dropwise to a solution or suspension of 0.56 g of bis(triphenylphosphine)palladium(II) dichloride and 2.1 g of zinc powder in 40 ml of dimethoxyethane at room temperature. The reaction mixture was then refluxed for 6 h. After cooling, solids were filtered off and the filtrate was heated with active carbon and ... Starting materials: ClC=1C(=NC=C(C1)Cl)C#N (3,5-dichloropicolinonitrile), CC1(OB(OC1(C)C)\C=C\C)C ((E)-4,4,5,5-tetramethyl-2-(prop-1-enyl)-1,3,2-dioxaborolane), tetrakis(triphenyl-phosphine)palladium, C([O-])([O-])=O.[Na+].[Na+] (sodium carbonate). Solvent: C1(=CC=CC=C1)C.C(C)O (toluene ethanol), C(C)(=O)OCC (ethyl acetate), O (water). Yields the product ClC=1C(=NC=C(C1)\C=C\C)C#N ((E)-3-chloro-5-(prop-1-enyl)picolinonitrile). RXN SMILES: [Cl:1][C:2]1[C:3]([C:9]#[N:10])=[N:4][CH:5]=[C:6](Cl)[CH:7]=1.[CH3:11][C:12]1(C)[C:16](C)(C)OB(/C=C/C)O1.C(=O)([O-])[O-].[Na+].[Na+]>C1(C)C=CC=CC=1.C(O)C.C(OCC)(=O)C.O>[Cl:1][C:2]1[C:3]([C:9]#[N:10])=[N:4][CH:5]=[C:6](/[CH:11]=[CH:12]/[CH3:16])[CH:7]=1 |f:2.3.4,5.6|. Reported procedure: A solution of 3,5-dichloropicolinonitrile (1.0 eq.), (E)-4,4,5,5-tetramethyl-2-(prop-1-enyl)-1,3,2-dioxaborolane (1.0 eq.), tetrakis(triphenyl-phosphine)palladium (5 mol %), and 2N aqueous sodium carbonate solution (3.4 eq.) in toluene/ethanol (2:1, 0.04 M) was stirred at 95° C. overnight. After cooling to ambient temperature, the reaction content was diluted with ethyl acetate and water. The two phases were separated, and the aqueous layer was extracted twice with ethyl acetate. The combined or... Starting materials: B, C1CCOC1, O=C(O)CCCCCc1ccccc1. The product is OCCCCCCc1ccccc1. Reaction SMILES: [BH3:1].[O:16]1[CH2:17][CH2:18][CH2:19][CH2:20]1.[c:2]1([CH2:8][CH2:9][CH2:10][CH2:11][CH2:12][C:13](=[O:14])[OH:15])[cH:3][cH:4][cH:5][cH:6][cH:7]1>>[c:2]1([CH2:8][CH2:9][CH2:10][CH2:11][CH2:12][CH2:13][OH:14])[cH:3][cH:4][cH:5][cH:6][cH:7]1. Starting materials: ClC1=C(C(=CC=C1)F)C1=NN(C(N1)=O)C1=CC=C(C(=O)OC)C=C1 (methyl 4-[3-(2-chloro-6-fluorophenyl)-5-oxo-4,5-dihydro-1H-1,2,4-triazol-1-yl]benzoate), FC(C=1C=C(N)C=CC1)(F)F (3-trifloromethyl aniline), C[Al](C)C (trimethyl aluminium). Solvent: C1(=CC=CC=C1)C (toluene). Product: ClC1=C(C(=CC=C1)F)C1=NN(C(N1)=O)C1=CC=C(C(=O)NC2=CC(=CC=C2)C(F)(F)F)C=C1 (4-(3-(2-Chloro-6-fluorophenyl)-5-oxo-4,5-dihydro-1H-1,2,4-triazol-1-yl)-N-(3-(trifluoromethyl)phenyl)benzamide). Yield: 30.0%. As a reaction SMILES: [Cl:1][C:2]1[CH:7]=[CH:6][CH:5]=[C:4]([F:8])[C:3]=1[C:9]1[NH:13][C:12](=[O:14])[N:11]([C:15]2[CH:24]=[CH:23][C:18]([C:19](OC)=[O:20])=[CH:17][CH:16]=2)[N:10]=1.[F:25][C:26]([F:35])([F:34])[C:27]1[CH:28]=[C:29]([CH:31]=[CH:32][CH:33]=1)[NH2:30].C[Al](C)C>C1(C)C=CC=CC=1>[Cl:1][C:2]1[CH:7]=[CH:6][CH:5]=[C:4]([F:8])[C:3]=1[C:9]1[NH:13][C:12](=[O:14])[N:11]([C:15]2[CH:16]=[CH:17][C:18]([C:19]([NH:30][C:29]3[CH:31]=[CH:32][CH:33]=[C:27]([C:26]([F:25])([F:34])[F:35])[CH:28]=3)=[O:20])=[CH:23][CH:24]=2)[N:10]=1. Procedure: To a solution of methyl 4-[3-(2-chloro-6-fluorophenyl)-5-oxo-4,5-dihydro-1H-1,2,4-triazol-1-yl]benzoate (step-2 of Intermediate-9, 0.100 g, 0.28 mmol) in dry toluene was added 3-trifloromethyl aniline (0.070 g, 0.43 mmol) followed by addition of trimethyl aluminium (2M solution in toluene) (0.5 mL). The reaction mixture was refluxed for 1 h. The reaction mass was quenched in water and acidified with dilute HCl and extracted in DCM. The organic layer was dried over anhydrous sodium sulphate and c... Starting materials: C, CCO, [H][H], [Pd], O=C(CCCn1cncn1)OCc1ccccc1. Product: O=C(O)CCCn1cncn1. Reaction SMILES: [C:24].[CH3:21][CH2:22][OH:23].[H:19][H:20].[Pd:25].[n:1]1([CH2:6][CH2:7][CH2:8][C:9](=[O:10])[O:11][CH2:12][c:13]2[cH:14][cH:15][cH:16][cH:17][cH:18]2)[n:2][cH:3][n:4][cH:5]1>>[n:1]1([CH2:6][CH2:7][CH2:8][C:9](=[O:10])[OH:11])[n:2][cH:3][n:4][cH:5]1. Reactants: CC(C)([O-])C.[K+] (potassium tert-butoxide), N1(CCSCC1)C(=O)N1CC(CC(C1)C1=CC=C(C=C1)CC(F)(F)F)C(=O)OC (Methyl 1-(thiomorpholin-4-ylcarbonyl)-5-[4-(2,2,2-trifluoroethyl)phenyl]piperidine-3-carboxylate). Run in CO (methanol). Run at temperature 60 celsius, time 8 hour. The product is N1(CCSCC1)C(=O)N1CC(CC(C1)C1=CC=C(C=C1)CC(F)(F)F)C(=O)O (1-(Thiomorpholin-4-ylcarbonyl)-5-[4-(2,2,2-trifluoroethyl)phenyl]piperidine-3-carboxylic acid). Reaction SMILES: CC(C)([O-])C.[K+].[N:7]1([C:13]([N:15]2[CH2:20][CH:19]([C:21]3[CH:26]=[CH:25][C:24]([CH2:27][C:28]([F:31])([F:30])[F:29])=[CH:23][CH:22]=3)[CH2:18][CH:17]([C:32]([O:34]C)=[O:33])[CH2:16]2)=[O:14])[CH2:12][CH2:11][S:10][CH2:9][CH2:8]1>CO>[N:7]1([C:13]([N:15]2[CH2:20][CH:19]([C:21]3[CH:22]=[CH:23][C:24]([CH2:27][C:28]([F:30])([F:31])[F:29])=[CH:25][CH:26]=3)[CH2:18][CH:17]([C:32]([OH:34])=[O:33])[CH2:16]2)=[O:14])[CH2:8][CH2:9][S:10][CH2:11][CH2:12]1 |f:0.1|. Reported procedure: 7.74 g (69.0 mmol) of potassium tert-butoxide were added at RT to a solution of 2.97 g (6.90 mmol) of the compound from Example 44A in methanol (83 ml). The mixture was stirred at 60° C. overnight. For workup, the methanol was removed under reduced pressure, the residue was admixed with water and the mixture was acidified (pH 1) with aqueous 1 N hydrochloric acid solution. The mixture was extracted with ethyl acetate, and the organic phase was dried with magnesium sulphate, filtered and concentr... The reactants are C([O-])([O-])=O.[Na+].[Na+] (Sodium carbonate), ClC1=NC=CN=C1Cl (2,3-dichloropyrazine), O1CC(=CCC1)B1OC(C(O1)(C)C)(C)C (2-(5,6-dihydro-2H-pyran-3-yl)-4,4,5,5-tetramethyl-1,3,2-dioxaborolane). Reagents/catalysts: C=1C=CC(=CC1)[P](C=2C=CC=CC2)(C=3C=CC=CC3)[Pd]([P](C=4C=CC=CC4)(C=5C=CC=CC5)C=6C=CC=CC6)([P](C=7C=CC=CC7)(C=8C=CC=CC8)C=9C=CC=CC9)[P](C=1C=CC=CC1)(C=1C=CC=CC1)C=1C=CC=CC1 (tetrakis(triphenylphosphine)palladium). The solvent is CCOC(=O)C (EtOAc), O1CCOCC1 (dioxane). Run at temperature 80 celsius, time 16 hour. Yields the product ClC1=NC=CN=C1C=1COCCC1 (2-chloro-3-(5,6-dihydro-2H-pyran-3-yl)pyrazine). RXN SMILES: C(=O)([O-])[O-].[Na+].[Na+].Cl[C:8]1[C:13]([Cl:14])=[N:12][CH:11]=[CH:10][N:9]=1.[O:15]1[CH2:20][CH2:19][CH:18]=[C:17](B2OC(C)(C)C(C)(C)O2)[CH2:16]1>O1CCOCC1.CCOC(C)=O.C1C=CC([P]([Pd]([P](C2C=CC=CC=2)(C2C=CC=CC=2)C2C=CC=CC=2)([P](C2C=CC=CC=2)(C2C=CC=CC=2)C2C=CC=CC=2)[P](C2C=CC=CC=2)(C2C=CC=CC=2)C2C=CC=CC=2)(C2C=CC=CC=2)C2C=CC=CC=2)=CC=1>[Cl:14][C:13]1[C:8]([C:17]2[CH2:16][O:15][CH2:20][CH2:19][CH:18]=2)=[N:9][CH:10]=[CH:11][N:12]=1 |f:0.1.2,^1:45,47,66,85|. Procedure details: Sodium carbonate (6.48 mL, 12.95 mmol, 2.0 M in water) was added to a stirred mixture of 2,3-dichloropyrazine (1.28 mL, 8.63 mmol), 2-(5,6-dihydro-2H-pyran-3-yl)-4,4,5,5-tetramethyl-1,3,2-dioxaborolane (0.91 g, 4.32 mmol), and tetrakis(triphenylphosphine)palladium (0.50 g, 0.43 mmol) in dioxane (16 mL) under an argon atmosphere. The reaction mixture was stirred at 80° C. for 16 h before being cooled to room temperature and diluted with EtOAc. The mixture was washed with water, washed with sat. s... Reactants: NC1=CC2=C(C(N1)=O)N=CN2[C@H]2[C@@H](OCC1=CC=CC=C1)[C@H](OCC1=CC=CC=C1)[C@H](O2)COCC2=CC=CC=C2 (6-amino-1-(2,3,5-tri-O-benzyl-β-D-arabinofuranosyl)-1,5-dihydro-4H-imidazo[4,5-c]-pyridin-4-one), COC(C)O (methoxy-ethanol), [H][H] (hydrogen). The reagents and catalysts are [Pd] (palladium on carbon). Solvent: C(C)(=O)O (acetic acid). The product is NC1=CC2=C(C(N1)=O)N=CN2[C@H]2[C@@H](O)[C@H](O)[C@H](O2)CO (6-amino-1-β-D-arabinofuranosyl-1,5-dihydro-4H-imidazo[4,5-c]pyridin-4-one). The yield is 83.5%. As a reaction SMILES: [NH2:1][C:2]1[NH:7][C:6](=[O:8])[C:5]2[N:9]=[CH:10][N:11]([C@@H:12]3[O:32][C@H:31]([CH2:33][O:34]CC4C=CC=CC=4)[C@@H:22]([O:23]CC4C=CC=CC=4)[C@@H:13]3[O:14]CC3C=CC=CC=3)[C:4]=2[CH:3]=1.COC(O)C.[H][H]>[Pd].C(O)(=O)C>[NH2:1][C:2]1[NH:7][C:6](=[O:8])[C:5]2[N:9]=[CH:10][N:11]([C@@H:12]3[O:32][C@H:31]([CH2:33][OH:34])[C@@H:22]([OH:23])[C@@H:13]3[OH:14])[C:4]=2[CH:3]=1. Procedure: A mixture of 7.5 g of 6-amino-1-(2,3,5-tri-O-benzyl-β-D-arabinofuranosyl)-1,5-dihydro-4H-imidazo[4,5-c]-pyridin-4-one, 1.5 g of 20% palladium on carbon, 6.4 ml of acetic acid, and 150 ml of methoxy-ethanol is hydrogenated at 50° C. and ca 3 atmospheres until uptake of hydrogen ceases. The mixture is filtered, evaporated in vacuo, dissolved in water, and treated with 50 ml of wet IR-45 ion exchange resin. The filtrate is concentrated to dryness in vacuo and recrystallized from ethanol-water to pr... Reported procedure: 5-Amino-4-cyano-1-methyl-3-(3-methylbutanoylamino)pyrazole (10 g), prepared as in Example 27 was heated with 1 M sodium hydroxide solution (90 ml) for 2 hours. The solution was adjusted to pH=7 with concentrated hydrochloric acid, and was evaporated to dryness. The residue was extracted with acetone containing 5% water (100 ml). The extracts were evaporated, and the residue was dissolved in a minimum of hot ethanol. Then the solution was cooled and a precipitate which formed was filtered off. Th... As a reaction SMILES: [NH2:1][C:2]1[N:6]([CH3:7])[N:5]=[C:4]([NH:8][C:9](=O)[CH2:10][CH:11]([CH3:13])[CH3:12])[C:3]=1[C:15]#[N:16].[ClH:17].[OH-:18].[Na+]>>[ClH:17].[NH2:1][C:2]1[N:6]([CH3:7])[N:5]=[C:4]2[C:3]=1[C:15](=[O:18])[NH:16][C:9]([CH2:10][CH:11]([CH3:13])[CH3:12])=[N:8]2 |f:2.3,4.5|. Product: Cl.NC=1N(N=C2N=C(NC(C21)=O)CC(C)C)C (3-Amino-2-methyl-6-(2-methylpropyl)-2,5-dihydropyrazolo[3,4-d]pyrimidin-4-one hydrochloride). Starting materials: NC1=C(C(=NN1C)NC(CC(C)C)=O)C#N (5-Amino-4-cyano-1-methyl-3-(3-methylbutanoylamino)pyrazole), Cl (hydrochloric acid), [OH-].[Na+] (sodium hydroxide).